From a dataset of the Open Reaction Database (ORD), a public repository of structured organic reaction records. describe an organic reaction: reactants, conditions, products, and yield Starting materials: FC1=C(C=C(C=C1)C(F)(F)F)C(CC(=O)OCC)=O (Ethyl 3-[2-fluoro-5-(trifluoromethyl)phenyl]-3-oxopropanoate), FC(C(=O)[O-])(F)F.C(C)OC(=O)C1=CC=C(C=C1)[C@H](C)[NH2+]N ({(1S)-1-[4-(ethoxycarbonyl)phenyl]ethyl}hydrazinium trifluoroacetate). Solvent: C(C)#N (acetonitrile). Yields the product FC1=C(C=C(C=C1)C(F)(F)F)C1=NN(C(C1)=O)[C@@H](C)C1=CC=C(C(=O)OCC)C=C1 (ethyl 4-((1S)-1-{3-[2-fluoro-5-(trifluoromethyl)phenyl]-5-oxo-4,5-dihydro-1H-pyrazol-1-yl}ethyl)benzoate). Reaction SMILES: [F:1][C:2]1[CH:7]=[CH:6][C:5]([C:8]([F:11])([F:10])[F:9])=[CH:4][C:3]=1[C:12](=O)[CH2:13][C:14]([O:16]CC)=O.FC(F)(F)C([O-])=O.[CH2:27]([O:29][C:30]([C:32]1[CH:37]=[CH:36][C:35]([C@@H:38]([NH2+:40][NH2:41])[CH3:39])=[CH:34][CH:33]=1)=[O:31])[CH3:28]>C(#N)C>[F:1][C:2]1[CH:7]=[CH:6][C:5]([C:8]([F:9])([F:10])[F:11])=[CH:4][C:3]=1[C:12]1[CH2:13][C:14](=[O:16])[N:40]([C@H:38]([C:35]2[CH:36]=[CH:37][C:32]([C:30]([O:29][CH2:27][CH3:28])=[O:31])=[CH:33][CH:34]=2)[CH3:39])[N:41]=1 |f:1.2|. Procedure details: Ethyl 3-[2-fluoro-5-(trifluoromethyl)phenyl]-3-oxopropanoate (3 g, 9.7 mmol) and {(1S)-1-[4-(ethoxycarbonyl)phenyl]ethyl}hydrazinium trifluoroacetate (2.64 g, 8.2 mmol) were heated in dry acetonitrile (150 ml) to 85° C. for 8 hr. Solvent was evaporated and the residue purified by flash column chromatograph (SiO2, 25% ethyl acetate in hexanes) to give ethyl 4-((1S)-1-{3-[2-fluoro-5-(trifluoromethyl)phenyl]-5-oxo-4,5-dihydro-1H-pyrazol-1-yl}ethyl)benzoate as a white solid. NMR (500 MHz, CDCl3) δ: ... The reactants are C(C=CC1=CC=CC=C1)OC1=CC=CC=C1 (cinnamyloxybenzene), ClC1=CC=C(C=C1)B(O)O (4-chlorophenylboronic acid), PdCl2(D-t-BPF). Conditions: time 20 hour. Product: ClC1=CC=C(C=C1)CC=CC1=CC=CC=C1 (1-Chloro-4-cinnamylbenzene). Isolated yield 75.2%. Reaction SMILES: [CH2:1](OC1C=CC=CC=1)[CH:2]=[CH:3][C:4]1[CH:9]=[CH:8][CH:7]=[CH:6][CH:5]=1.[Cl:17][C:18]1[CH:23]=[CH:22][C:21](B(O)O)=[CH:20][CH:19]=1>>[Cl:17][C:18]1[CH:23]=[CH:22][C:21]([CH2:1][CH:2]=[CH:3][C:4]2[CH:9]=[CH:8][CH:7]=[CH:6][CH:5]=2)=[CH:20][CH:19]=1. Procedure: Following the general procedure using cinnamyloxybenzene (53 mg, 0.25 mmol), 4-chlorophenylboronic acid (58 mg, 0.38 mmol) and PdCl2(D-t-BPF) (0.015 mmol, 9.8 mg), the reaction was stirred for 20 h at rt. Column chromatography on silica gel (eluting with 3% EtOAc/hexanes) afforded the product as a colorless liquid (43 mg, 75%). Reactants: Cl (HCl), C(C)OC(C(=O)N(CC1=CC=C(C=C1)C(F)(F)F)CC1=CC=C(C=C1)C1=CC=C(C=C1)C(=O)O)=O (4′-({[ethoxy(oxo)acetyl][4-(trifluoromethyl)benzyl]amino}methyl)-1,1′-biphenyl-4-carboxylic acid), C=1C=CC2=C(C1)N=NN2O (HOBt), C(CCCCCCC)N (octylamine). Run in C(Cl)Cl (DCM), C(Cl)Cl (DCM), C(CCl)Cl (EDC). Conditions: time 3 hour. The product is C(C)OC(C(=O)N(CC1=CC=C(C=C1)C(F)(F)F)CC1=CC=C(C=C1)C1=CC=C(C=C1)C(=O)NCCCCCCCC)=O (ethyl{({4′-[(octylamino)carbonyl]-1,1′-biphenyl-4-yl}methyl)[4-(trifluoromethyl)benzyl]amino}(oxo)acetate). Yield: 33.0%. RXN SMILES: [CH2:1]([O:3][C:4](=[O:35])[C:5]([N:7]([CH2:19][C:20]1[CH:25]=[CH:24][C:23]([C:26]2[CH:31]=[CH:30][C:29]([C:32](O)=[O:33])=[CH:28][CH:27]=2)=[CH:22][CH:21]=1)[CH2:8][C:9]1[CH:14]=[CH:13][C:12]([C:15]([F:18])([F:17])[F:16])=[CH:11][CH:10]=1)=[O:6])[CH3:2].C1C=CC2N(O)N=NC=2C=1.[CH2:46]([NH2:54])[CH2:47][CH2:48][CH2:49][CH2:50][CH2:51][CH2:52][CH3:53].Cl>C(Cl)Cl.C(Cl)CCl>[CH2:1]([O:3][C:4](=[O:35])[C:5]([N:7]([CH2:19][C:20]1[CH:21]=[CH:22][C:23]([C:26]2[CH:31]=[CH:30][C:29]([C:32]([NH:54][CH2:46][CH2:47][CH2:48][CH2:49][CH2:50][CH2:51][CH2:52][CH3:53])=[O:33])=[CH:28][CH:27]=2)=[CH:24][CH:25]=1)[CH2:8][C:9]1[CH:14]=[CH:13][C:12]([C:15]([F:17])([F:16])[F:18])=[CH:11][CH:10]=1)=[O:6])[CH3:2]. Procedure details: To a solution of 4′-({[ethoxy(oxo)acetyl][4-(trifluoromethyl)benzyl]amino}methyl)-1,1′-biphenyl-4-carboxylic acid (100 mg), EDC (47 mg) and HOBt (28 mg) in DCM (4 mL) was added octylamine (0.041 mL). The resulting reaction mixture was stirred for 3 h. DCM (15 mL) and an aqueous solution of HCl (1N, 10 mL) was added. The aqueous layer was extracted with DCM (3×15 mL). The combined organic layers were washed with a saturated solution of NaHCO3 (15 mL) and dried over MgSO4. Evaporation of the solve... Starting materials: CC(C)(C)OC(=O)NCCCCNC(=O)c1cccc([N+](=O)[O-])c1, [Na+], [OH-], O=C(O)C(F)(F)F. Yields the product NCCCCNC(=O)c1cccc([N+](=O)[O-])c1. RXN SMILES: [C:1]([O:2][C:3](=[O:4])[NH:7][CH2:8][CH2:9][CH2:10][CH2:11][NH:12][C:13]([c:14]1[cH:15][c:16]([N+:20](=[O:21])[O-:22])[cH:17][cH:18][cH:19]1)=[O:23])([CH3:5])([CH3:6])[CH3:24].[Na+:33].[OH-:32].[OH:25][C:26]([C:27]([F:28])([F:29])[F:30])=[O:31]>>[NH2:7][CH2:8][CH2:9][CH2:10][CH2:11][NH:12][C:13]([c:14]1[cH:15][c:16]([N+:20](=[O:21])[O-:22])[cH:17][cH:18][cH:19]1)=[O:23]. Reactants: [BH4-], CO, NC(=O)Nc1[nH]c2cc(-c3cccc(C=O)c3)ccc2c1C(N)=O, [Na+], C1CCOC1. Yields the product NC(=O)Nc1[nH]c2cc(-c3cccc(CO)c3)ccc2c1C(N)=O. As a reaction SMILES: [BH4-:1].[CH3:27][OH:28].[NH2:3][C:4](=[O:5])[NH:6][c:7]1[nH:8][c:9]2[cH:10][c:11](-[c:19]3[cH:20][c:21]([CH:25]=[O:26])[cH:22][cH:23][cH:24]3)[cH:12][cH:13][c:14]2[c:15]1[C:16](=[O:17])[NH2:18].[Na+:2].[O:29]1[CH2:30][CH2:31][CH2:32][CH2:33]1>>[NH2:3][C:4](=[O:5])[NH:6][c:7]1[nH:8][c:9]2[cH:10][c:11](-[c:19]3[cH:20][c:21]([CH2:25][OH:26])[cH:22][cH:23][cH:24]3)[cH:12][cH:13][c:14]2[c:15]1[C:16](=[O:17])[NH2:18].